From a dataset of the Open Reaction Database (ORD), a public repository of structured organic reaction records. describe an organic reaction: reactants, conditions, products, and yield Reactants: C(CCCCCCCCCCC)C=1C=C(SC1)C=1NC(C2=C(NC(C21)=O)C=2SC=C(C2)CCCCCCCCCCCC)=O (3,6-Bis-(4-dodecyl-thiophen-2-yl)-2,5-dihydro-pyrrolo[3,4-c]pyrrole-1,4-dione), BrCC(CC)CCCC (3-bromomethyl-heptane), C(=O)([O-])[O-].[Cs+].[Cs+] (Cs2CO3). Reaction conditions: temperature 60 celsius. The product is C(CCCCCCCCCCC)C=1C=C(SC1)C=1N(C(C2=C(N(C(C21)=O)CC(CCCC)CC)C=2SC=C(C2)CCCCCCCCCCCC)=O)CC(CCCC)CC (3,6-Bis-(4-dodecyl-thiophen-2-yl)-2,5-bis-(2-ethyl-hexyl)-2,5-dihydro-pyrrolo[3,4-c]pyrrole-1,4-dione). Isolated yield 21.3%. RXN SMILES: [CH2:1]([C:13]1[CH:14]=[C:15]([C:18]2[NH:19][C:20](=[O:44])[C:21]3[C:25]=2[C:24](=[O:26])[NH:23][C:22]=3[C:27]2[S:28][CH:29]=[C:30]([CH2:32][CH2:33][CH2:34][CH2:35][CH2:36][CH2:37][CH2:38][CH2:39][CH2:40][CH2:41][CH2:42][CH3:43])[CH:31]=2)[S:16][CH:17]=1)[CH2:2][CH2:3][CH2:4][CH2:5][CH2:6][CH2:7][CH2:8][CH2:9][CH2:10][CH2:11][CH3:12].Br[CH2:46][CH:47]([CH2:50][CH2:51][CH2:52][CH3:53])[CH2:48][CH3:49].C([O-])([O-])=O.[Cs+].[Cs+]>>[CH2:32]([C:30]1[CH:31]=[C:27]([C:22]2[N:23]([CH2:17][CH:13]([CH2:14][CH3:15])[CH2:1][CH2:2][CH2:3][CH3:4])[C:24](=[O:26])[C:25]3[C:21]=2[C:20](=[O:44])[N:19]([CH2:46][CH:47]([CH2:48][CH3:49])[CH2:50][CH2:51][CH2:52][CH3:53])[C:18]=3[C:15]2[S:16][CH:17]=[C:13]([CH2:1][CH2:2][CH2:3][CH2:4][CH2:5][CH2:6][CH2:7][CH2:8][CH2:9][CH2:10][CH2:11][CH3:12])[CH:14]=2)[S:28][CH:29]=1)[CH2:33][CH2:34][CH2:35][CH2:36][CH2:37][CH2:38][CH2:39][CH2:40][CH2:41][CH2:42][CH3:43] |f:2.3.4|. Procedure details: A 100 mL flask was charged with 3,6-bis-(4-dodecyl-thiophen-2-yl)-2,5-dihydro-pyrrolo[3,4-c]pyrrole-1,4-dione 4 (1.91 g, 3.0 mmol), 3-bromomethyl-heptane (1.54 g, 8.0 mmol), Cs2CO3 (2.93 g, 9.0 mmol) and then purged with argon for 10 minutes before 100 mL of dimethylformamide (DMF) was added. The mixture was heated at 60° C. overnight and then cooled to room temperature. Dichloromethane (50 mL) was added. The organic layer was washed with water (50 mL for 3 times) and then dried over anhydrous N... Reactants: NC1=C(C=C(C(=O)OC)C=C1)NC(C(C)(C)NC(=O)C=1C=CC2=C(N3CCOC4=C(C3=C2C2CCCCC2)C=CC(=C4)OC)C1)=O (Methyl 4-amino-3-{2-[(12-cyclohexyl-3-methoxy-6,7-dihydro-5-oxa-7a-azadibenzo[a,e]azulene-9-carbonyl)amino]-2-methylpropionylamino}benzoate), C1(=CC=CC=C1)C (toluene). Run in C(C)(=O)O (acetic acid). Reaction conditions: temperature 100 celsius, time 2 hour. The product is C1(CCCCC1)C=1C2=C(N3CCOC4=C(C13)C=CC(=C4)OC)C=C(C=C2)C(=O)NC(C)(C)C=2NC4=C(N2)C=CC(=C4)C(=O)OC (methyl 2-{1-[(12-cyclohexyl-3-methoxy-6,7-dihydro-5-oxa-7a-azadibenzo[a,e]azulene-9-carbonyl)amino]-1-methylethyl}-3H-benzimidazole-5-carboxylate). The yield is 95.0%. As a reaction SMILES: [NH2:1][C:2]1[CH:11]=[CH:10][C:5]([C:6]([O:8][CH3:9])=[O:7])=[CH:4][C:3]=1[NH:12][C:13](=O)[C:14]([NH:17][C:18]([C:20]1[CH:21]=[CH:22][C:23]2C(C3CCCCC3)=[C:31]3[N:25]([CH2:26][CH2:27][O:28][C:29]4[CH:42]=[C:41]([O:43][CH3:44])[CH:40]=[CH:39][C:30]=43)[C:24]=2[CH:45]=1)=[O:19])([CH3:16])[CH3:15].[C:47]1([CH3:53])[CH:52]=[CH:51][CH:50]=[CH:49][CH:48]=1>C(O)(=O)C>[CH:47]1([C:53]2[C:23]3[CH:22]=[CH:21][C:20]([C:18]([NH:17][C:14]([C:13]4[NH:12][C:3]5[CH:4]=[C:5]([C:6]([O:8][CH3:9])=[O:7])[CH:10]=[CH:11][C:2]=5[N:1]=4)([CH3:16])[CH3:15])=[O:19])=[CH:45][C:24]=3[N:25]3[C:31]=2[C:30]2[CH:39]=[CH:40][C:41]([O:43][CH3:44])=[CH:42][C:29]=2[O:28][CH2:27][CH2:26]3)[CH2:52][CH2:51][CH2:50][CH2:49][CH2:48]1. Procedure: Methyl 4-amino-3-{2-[(12-cyclohexyl-3-methoxy-6,7-dihydro-5-oxa-7a-azadibenzo[a,e]azulene-9-carbonyl)amino]-2-methylpropionylamino}benzoate (0.73 g, 1.16 mmol) was dissolved in acetic acid (14.0 ml), and the mixture was stirred at 100° C. for 2 hr. The mixture was allowed to cool to room temperature, toluene was added, and the solvent was evaporated under reduced pressure. To the obtained residue were added methanol and water. The precipitate was collected by filtration, washed with water, and d... Reactants: O=CCOCc1ccccc1, Cc1ccccc1, OCC(F)(F)CO, O, Cc1ccc(S(=O)(=O)O)cc1. Yields the product FC1(F)COC(COCc2ccccc2)OC1. As a reaction SMILES: [CH2:8]([c:9]1[cH:10][cH:11][cH:12][cH:13][cH:14]1)[O:15][CH2:16][CH:17]=[O:18].[CH3:31][c:32]1[cH:33][cH:34][cH:35][cH:36][cH:37]1.[F:1][C:2]([CH2:3][OH:4])([CH2:5][OH:6])[F:7].[OH2:19].[c:20]1([CH3:21])[cH:22][cH:23][c:24]([S:25]([OH:26])(=[O:27])=[O:28])[cH:29][cH:30]1>>[F:1][C:2]1([F:7])[CH2:3][O:4][CH:17]([CH2:16][O:15][CH2:8][c:9]2[cH:10][cH:11][cH:12][cH:13][cH:14]2)[O:6][CH2:5]1. Reactants: [OH-].[Na+] (sodium hydroxide), O1CCC2=C1C=CC(=C2)C#N (2,3-dihydro-1-benzofuran-5-carbonitrile), [N-]=[N+]=[N-].[Na+] (sodium azide), CC(C)O (2-propanol). The reagents and catalysts are [Br-].[Zn+2].[Br-] (zinc bromide). The solvent is O (water). Conditions: temperature 80 celsius, time 48 hour. The product is O1CCC2=C1C=CC(=C2)C2=NN=NN2 (5-(2,3-dihydro-1-benzofuran-5-yl)-1H-tetrazole). The yield is 65.8%. Reaction SMILES: [O:1]1[C:5]2[CH:6]=[CH:7][C:8]([C:10]#[N:11])=[CH:9][C:4]=2[CH2:3][CH2:2]1.[N-:12]=[N+:13]=[N-:14].[Na+].CC(O)C.[OH-].[Na+]>[Br-].[Zn+2].[Br-].O>[O:1]1[C:5]2[CH:6]=[CH:7][C:8]([C:10]3[NH:14][N:13]=[N:12][N:11]=3)=[CH:9][C:4]=2[CH2:3][CH2:2]1 |f:1.2,4.5,6.7.8|. Procedure: A mixture of 2,3-dihydro-1-benzofuran-5-carbonitrile (1.29 g, 8.89 mmol), sodium azide (1.16 g, 17.78 mmol), zinc bromide (1.00 g, 4.45 mmol), 2-propanol (15 mL) and water (30 mL) was stirred at 80° C. for 48 hr. The reaction mixture was basified with an aqueous sodium hydroxide solution, and washed with ethyl acetate. The aqueous layer was acidified with hydrochloric acid, and extracted with ethyl acetate/tetrahydrofuran. The organic layer was washed with saturated brine, dried over anhydrous m... RXN SMILES: [CH:1]([N:3]1[CH2:7][CH2:6][CH2:5][C:4]1=[O:8])=[CH2:2].[C:9]([O:14][CH2:15][CH:16]1[O:18][CH2:17]1)(=[O:13])[C:10]([CH3:12])=[CH2:11]>O>[CH:1]([N:3]1[CH2:7][CH2:6][CH2:5][C:4]1=[O:8])=[CH2:2].[C:9]([O:14][CH2:15][CH:16]1[O:18][CH2:17]1)(=[O:13])[C:10]([CH3:12])=[CH2:11] |f:3.4|. Conditions: temperature 52.5 celsius. Product: C(=C)N1C(CCC1)=O.C(C(=C)C)(=O)OCC1CO1 (vinyl pyrrolidone glycidyl methacrylate). The reactants are C(=C)N1C(CCC1)=O (N-vinyl pyrrolidone), C(C(=C)C)(=O)OCC1CO1 (glycidyl methacrylate), copolymer. Run in O (water). Reported procedure: A 3-neck, round bottom flask equipped with a mechanical stirrer, means for maintaining an inert atmosphere, and a thermometer is charged with 395 ml. of distilled water, 22.2 g. (0.2 mol) of N-vinyl pyrrolidone, and 3.10 g. (0.022 mol) of glycidyl methacrylate. The flask is flushed with nitrogen, and the contents are maintained under nitrogen during the course of the reaction. The mixture is stirred, the temperature raised to 50-55° C. and maintained at this temperature, and 0.2 g. of 4,4'-azobi... The reactants are ClCC#N (2-chloroacetonitrile), C(C)OCCN1C(=NC=2C1=NC=CC2)NC2CCNCC2 (3-(2-ethoxyethyl)-N-(4-piperidinyl)-3H-imidazo[4,5-b]pyridin-2-amine), C([O-])([O-])=O.[Na+].[Na+] (sodium carbonate), CN(C=O)C (N,N-dimethylformamide). Solvent: O (water). Yields the product C(C)OCCN1C(=NC=2C1=NC=CC2)NC2CCN(CC2)CC#N (4-[[3-(2-ethoxyethyl)-3H-imidazo[4,5-b]pyridin-2-yl]amino]-1-piperidineacetonitrile). Isolated yield 21.0%. Reaction SMILES: Cl[CH2:2][C:3]#[N:4].[CH2:5]([O:7][CH2:8][CH2:9][N:10]1[C:14]2=[N:15][CH:16]=[CH:17][CH:18]=[C:13]2[N:12]=[C:11]1[NH:19][CH:20]1[CH2:25][CH2:24][NH:23][CH2:22][CH2:21]1)[CH3:6].C(=O)([O-])[O-].[Na+].[Na+].CN(C)C=O>O>[CH2:5]([O:7][CH2:8][CH2:9][N:10]1[C:14]2=[N:15][CH:16]=[CH:17][CH:18]=[C:13]2[N:12]=[C:11]1[NH:19][CH:20]1[CH2:21][CH2:22][N:23]([CH2:2][C:3]#[N:4])[CH2:24][CH2:25]1)[CH3:6] |f:2.3.4|. Procedure details: A mixture of 9.4 parts of 2-chloroacetonitrile, 30 parts of 3-(2-ethoxyethyl)-N-(4-piperidinyl)-3H-imidazo[4,5-b]pyridin-2-amine, 11 parts of sodium carbonate and 658 parts of N,N-dimethylformamide was stirred over weekend at room temperature. The reaction mixture was poured into water and the product was extracted with dichloromethane. The extract was dried, filtered and evaporated. The residue was purified by column chromatography over silica gel using a mixture of trichloromethane and methano... The reactants are CC(=O)O, Fc1cc(C(F)(F)F)cnc1Sc1ccccc1, O=C(O)C(F)(F)F, OO. Product: O=S(c1ccccc1)c1ncc(C(F)(F)F)cc1F. Reaction SMILES: [CH3:28][C:29](=[O:30])[OH:31].[F:1][c:2]1[c:3]([S:12][c:13]2[cH:14][cH:15][cH:16][cH:17][cH:18]2)[n:4][cH:5][c:6]([C:8]([F:9])([F:10])[F:11])[cH:7]1.[OH:19][C:20]([C:21]([F:22])([F:23])[F:24])=[O:25].[OH:26][OH:27]>>[F:1][c:2]1[c:3]([S:12]([c:13]2[cH:14][cH:15][cH:16][cH:17][cH:18]2)=[O:19])[n:4][cH:5][c:6]([C:8]([F:9])([F:10])[F:11])[cH:7]1.